describe an organic reaction: reactants, conditions, products, and yield From a dataset of the Open Reaction Database (ORD), a public repository of structured organic reaction records. Starting materials: C(C)OC(=O)C=1NC2=CC=C(C=C2C1Cl)Br (5-bromo-3-chloro-1H-indole-2-carboxylic acid ethyl ester), ClC=1C=C(C=C(C1)Cl)B(O)O (3,5-dichlorophenyl boronic acid), C1=CC=C(C=C1)P(C2=CC=CC=C2)C3=CC=CC=C3 (Ph3P), C(=O)([O-])[O-].[Na+].[Na+] (Na2CO3). Reagents/catalysts: CC(=O)[O-].CC(=O)[O-].[Pd+2] (Pd(OAc)2). Solvent: CC#N (MeCN), CC(C)O (i-PrOH), O (water). The product is C(C)OC(=O)C=1NC2=CC=C(C=C2C1)C1=CC(=CC(=C1)Cl)Cl (5-(3,5-Dichlorophenyl)-1H-indole-2-carboxylic acid ethyl ester). The yield is 69.2%. RXN SMILES: [CH2:1]([O:3][C:4]([C:6]1[NH:7][C:8]2[C:13]([C:14]=1Cl)=[CH:12][C:11](Br)=[CH:10][CH:9]=2)=[O:5])[CH3:2].[Cl:17][C:18]1[CH:19]=[C:20](B(O)O)[CH:21]=[C:22]([Cl:24])[CH:23]=1.C1C=CC(P(C2C=CC=CC=2)C2C=CC=CC=2)=CC=1.C([O-])([O-])=O.[Na+].[Na+]>CC#N.CC(O)C.O.CC([O-])=O.CC([O-])=O.[Pd+2]>[CH2:1]([O:3][C:4]([C:6]1[NH:7][C:8]2[C:13]([CH:14]=1)=[CH:12][C:11]([C:20]1[CH:19]=[C:18]([Cl:17])[CH:23]=[C:22]([Cl:24])[CH:21]=1)=[CH:10][CH:9]=2)=[O:5])[CH3:2] |f:3.4.5,9.10.11|. Reported procedure: To a stirred solution of 5-bromo-3-chloro-1H-indole-2-carboxylic acid ethyl ester (500 mg, 1.86 mmol) and 3,5-dichlorophenyl boronic acid (530 mg, 2.78 mmol) in a mixture of MeCN (26 mL) and i-PrOH (3.3 mL) at room temperature under argon, was added Pd(OAc)2 (12 mg, 0.05 mmol), Ph3P (40 mg, 0.15 mmol) and Na2CO3 (2M aq., 16 mL) and the resulting mixture was heated at reflux for 3 h. After cooling to room temperature the reaction was diluted with water (20 mL) and extracted with EtOAc (3×30 mL). ... The reactants are COC(C1=C(C=C(C=C1)F)OC1=CC=CC=2N(N=NC21)CC2=CC=C(C=C2)OC)=O (4-Fluoro-2-[1-(4-methoxy-benzyl)-1H-benzotriazol-4-yloxy]-benzoic acid methyl ester), N1CCNCC1 (piperazine), ClCCl (dichloromethane). Solvent: CS(=O)C (dimethylsulfoxide). Reaction conditions: temperature 100 celsius. The product is COC(C1=C(C=C(C=C1)N1CCNCC1)OC1=CC=CC=2N(N=NC21)CC2=CC=C(C=C2)OC)=O (2-[1-(4-Methoxy-benzyl)-1H-benzotriazol-4-yloxy]-4-piperazin-1-yl-benzoic acid methyl ester). As a reaction SMILES: [CH3:1][O:2][C:3](=[O:30])[C:4]1[CH:9]=[CH:8][C:7](F)=[CH:6][C:5]=1[O:11][C:12]1[C:20]2[N:19]=[N:18][N:17]([CH2:21][C:22]3[CH:27]=[CH:26][C:25]([O:28][CH3:29])=[CH:24][CH:23]=3)[C:16]=2[CH:15]=[CH:14][CH:13]=1.[NH:31]1[CH2:36][CH2:35][NH:34][CH2:33][CH2:32]1.ClCCl>CS(C)=O>[CH3:1][O:2][C:3](=[O:30])[C:4]1[CH:9]=[CH:8][C:7]([N:31]2[CH2:36][CH2:35][NH:34][CH2:33][CH2:32]2)=[CH:6][C:5]=1[O:11][C:12]1[C:20]2[N:19]=[N:18][N:17]([CH2:21][C:22]3[CH:27]=[CH:26][C:25]([O:28][CH3:29])=[CH:24][CH:23]=3)[C:16]=2[CH:15]=[CH:14][CH:13]=1. Reported procedure: To a solution of EXAMPLE 342D (650 mg) in dimethylsulfoxide (12 mL) was added piperazine (618 mg). The solution was heated at 100° C. for one hour, cooled, added to dichloromethane, extracted with water three times, dried over anhydrous sodium sulfate, filtered, and the solvent was removed under vacuum.